From a dataset of the Open Reaction Database (ORD), a public repository of structured organic reaction records. describe an organic reaction: reactants, conditions, products, and yield Procedure details: 4,5-dichloro-2-methoxyphenol (200.0 mg, 1.036 mmol), epichlorohydrin (958.6 mg, 10.36 mmol, 10 equiv.) and K2CO3 (1.43 g, 10.36 mmol, 10 equiv.) were placed in a 50 mL round bottomed flask under a nitrogen atmosphere. To the flask were added DMF (3 mL) at ambient temperature. The mixture was heated at 70° C. for 16 hour. To the mixture was added water (30 mL). And then the whole was extracted with EtOAc (30 mL×3). Combined organic layers were washed with brine and dried over Na2SO4. The solvent ... Isolated yield 27.2%. Product: ClC1=CC(=C(OCC(CN2N=C3N(C=C(C=C3)C3=CC=C(C=C3)C(F)(F)F)C2=O)O)C=C1Cl)OC (2-(3-(4,5-dichloro-2-methoxyphenoxy)-2-hydroxypropyl)-6-(4-(trifluoromethyl)phenyl)-[1,2,4]triazolo[4,3-a]pyridin-3(2H)-one). Run at temperature 70 celsius. As a reaction SMILES: ClC1C(Cl)=CC(O)=C(OC)C=1.C(C1OC1)Cl.C([O-])([O-])=O.[K+].[K+].[F:23][C:24]([F:42])([F:41])[C:25]1[CH:30]=[CH:29][C:28]([C:31]2[CH:32]=[CH:33][C:34]3[N:35]([C:37](=[O:40])[NH:38][N:39]=3)[CH:36]=2)=[CH:27][CH:26]=1.[Cl:43][C:44]1[C:54]([Cl:55])=[CH:53][C:47]([O:48][CH2:49][CH:50]2[CH2:52][O:51]2)=[C:46]([O:56][CH3:57])[CH:45]=1>CN(C=O)C.O>[Cl:43][C:44]1[C:54]([Cl:55])=[CH:53][C:47]([O:48][CH2:49][CH:50]([OH:51])[CH2:52][N:38]2[C:37](=[O:40])[N:35]3[CH:36]=[C:31]([C:28]4[CH:29]=[CH:30][C:25]([C:24]([F:23])([F:41])[F:42])=[CH:26][CH:27]=4)[CH:32]=[CH:33][C:34]3=[N:39]2)=[C:46]([O:56][CH3:57])[CH:45]=1 |f:2.3.4|. Reactants: ClC1=CC(=C(C=C1Cl)O)OC (4,5-dichloro-2-methoxyphenol), C(Cl)C1CO1 (epichlorohydrin), C(=O)([O-])[O-].[K+].[K+] (K2CO3), FC(C1=CC=C(C=C1)C=1C=CC=2N(C1)C(NN2)=O)(F)F (6-(4-(trifluoromethyl)phenyl)-[1,2,4]triazolo[4,3-a]pyridin-3(2H)-one), ClC1=CC(=C(OCC2OC2)C=C1Cl)OC (2-((4,5-dichloro-2-methoxyphenoxy)methyl)oxirane), C(=O)([O-])[O-].[K+].[K+] (K2CO3), Crude product. Run in CN(C)C=O (DMF), CN(C)C=O (DMF), O (water). The reactants are COC1=CC=C(C=CC=O)C=C1 (p-methoxycinnamaldehyde), C(C)(C)[N-]C(C)C.[Li+] (lithium diisopropylamide), CC1=C(N=C(C(=N1)C)C)C (tetramethylpyrazine). Solvent: O1CCCC1 (tetrahydrofuran), O1CCCC1 (tetrahydrofuran), O1CCCC1 (tetrahydrofuran). Yields the product OC(CC1=NC(=C(N=C1C)C)C)C=CC1=CC=C(C=C1)OC (2-(2-Hydroxy-4-p-methoxyphenyl-3-buten-1-yl)-3,5,6-trimethylpyrazine). As a reaction SMILES: C([N-]C(C)C)(C)C.[Li+].[CH3:9][C:10]1[N:15]=[C:14]([CH3:16])[C:13]([CH3:17])=[N:12][C:11]=1[CH3:18].[CH3:19][O:20][C:21]1[CH:30]=[CH:29][C:24]([CH:25]=[CH:26][CH:27]=[O:28])=[CH:23][CH:22]=1>O1CCCC1>[OH:28][CH:27]([CH:26]=[CH:25][C:24]1[CH:23]=[CH:22][C:21]([O:20][CH3:19])=[CH:30][CH:29]=1)[CH2:18][C:11]1[C:10]([CH3:9])=[N:15][C:14]([CH3:16])=[C:13]([CH3:17])[N:12]=1 |f:0.1|. Procedure details: To a solution of lithium diisopropylamide (1.5 Molar, 73.3 mL, 0.11 mole) in 150 mL of tetrahydrofuran at -78° C. is added slowly a solution of tetramethylpyrazine (13.6 g, 0.1 mole) in 100 mL of tetrahydrofuran. The mixture is allowed to warm to room temperature and then cooled to -78° C. A solution of p-methoxycinnamaldehyde (17.8 g, 0.11 mole) in 100 mL of tetrahydrofuran is added dropwise over 15 minutes. The reaction product mixture is then worked up according to the procedures of Example I... The reactants are CO, COC(=O)c1c(Br)ccnc1Cl, C1COCCO1. Product: COC(=O)c1c(C)ccnc1Cl. RXN SMILES: [CH3:13][OH:14].[CH3:1][O:2][C:3]([c:4]1[c:5]([Cl:11])[n:6][cH:7][cH:8][c:9]1[Br:10])=[O:12].[O:15]1[CH2:16][CH2:17][O:18][CH2:19][CH2:20]1>>[CH3:1][O:2][C:3]([c:4]1[c:5]([Cl:11])[n:6][cH:7][cH:8][c:9]1[CH3:13])=[O:12]. Starting materials: Cc1cc(OCc2ccc(F)cc2F)c(Br)c(=O)n1-c1cc(C(=O)O)ccc1F, CN1CCOCC1, COc1nc(Cl)nc(OC)n1, [NH4+], C1CCOC1, [OH-], O. Yields the product Cc1cc(OCc2ccc(F)cc2F)c(Br)c(=O)n1-c1cc(C(N)=O)ccc1F. As a reaction SMILES: [Br:1][c:2]1[c:3](=[O:29])[n:4](-[c:19]2[cH:20][c:21]([C:22](=[O:23])[OH:24])[cH:25][cH:26][c:27]2[F:28])[c:5]([CH3:18])[cH:6][c:7]1[O:8][CH2:9][c:10]1[c:11]([F:17])[cH:12][c:13]([F:16])[cH:14][cH:15]1.[CH3:30][N:31]1[CH2:32][CH2:33][O:34][CH2:35][CH2:36]1.[Cl:37][c:38]1[n:39][c:40]([O:41][CH3:42])[n:43][c:44]([O:45][CH3:46])[n:47]1.[NH4+:49].[O:51]1[CH2:52][CH2:53][CH2:54][CH2:55]1.[OH-:48].[OH2:50]>>[Br:1][c:2]1[c:3](=[O:29])[n:4](-[c:19]2[cH:20][c:21]([C:22](=[O:23])[NH2:31])[cH:25][cH:26][c:27]2[F:28])[c:5]([CH3:18])[cH:6][c:7]1[O:8][CH2:9][c:10]1[c:11]([F:17])[cH:12][c:13]([F:16])[cH:14][cH:15]1. Starting materials: N#Cc1ccc2c(n1)-c1sc(-c3ncnn3-c3ccc(F)cc3F)cc1CCO2, O=C([O-])[O-], CS(C)=O, [K+], [K+], O, OO. The product is NC(=O)c1ccc2c(n1)-c1sc(-c3ncnn3-c3ccc(F)cc3F)cc1CCO2. RXN SMILES: [C:1](#[N:2])[c:3]1[cH:4][cH:5][c:6]2[c:12]([n:13]1)-[c:11]1[c:10]([cH:16][c:15](-[c:17]3[n:18](-[c:22]4[c:23]([F:29])[cH:24][c:25]([F:28])[cH:26][cH:27]4)[n:19][cH:20][n:21]3)[s:14]1)[CH2:9][CH2:8][O:7]2.[C:32]([O-:33])(=[O:34])[O-:35].[CH3:39][S:40]([CH3:41])=[O:42].[K+:36].[K+:37].[OH2:38].[OH:30][OH:31]>>[C:1]([NH2:2])([c:3]1[cH:4][cH:5][c:6]2[c:12]([n:13]1)-[c:11]1[c:10]([cH:16][c:15](-[c:17]3[n:18](-[c:22]4[c:23]([F:29])[cH:24][c:25]([F:28])[cH:26][cH:27]4)[n:19][cH:20][n:21]3)[s:14]1)[CH2:9][CH2:8][O:7]2)=[O:33]. The reactants are BrC=1C=CC2=C(C(OCC(N2)=O)(C)C)C1 (7-bromo-5,5-dimethyl-1,5-dihydro-4,1-benzoxazepin-2(3H)-one), FC1=C(C=CC=C1)B(O)O (2-fluoro benzeneboronic acid). The product is CC1(C2=C(C=CC(=C2)C3=CC=CC=C3F)NC(=O)CO1)C (7-(2-Fluorophenyl)-5,5-dimethyl-1,5-dihydro-4,1-benzoxazepin-2(H)-one). As a reaction SMILES: Br[C:2]1[CH:3]=[CH:4][C:5]2[NH:11][C:10](=[O:12])[CH2:9][O:8][C:7]([CH3:14])([CH3:13])[C:6]=2[CH:15]=1.[F:16][C:17]1[CH:22]=[CH:21][CH:20]=[CH:19][C:18]=1B(O)O>>[CH3:13][C:7]1([CH3:14])[O:8][CH2:9][C:10](=[O:12])[NH:11][C:5]2[CH:4]=[CH:3][C:2]([C:18]3[C:17]([F:16])=[CH:22][CH:21]=[CH:20][CH:19]=3)=[CH:15][C:6]1=2. Procedure details: Prepared from 7-bromo-5,5-dimethyl-1,5-dihydro-4,1-benzoxazepin-2(3H)-one and 2-fluoro benzeneboronic acid generally according to the coupling procedure described in example 1. 1H NMR (DMSO-d6): δ 10.01 (s, 1H), 7.63 (m, 1H), 7.51-7.57 (m, 1H), 7.36-7.43 (m, 2H), 7.25-7.30 (m, 2H), 7.19 (d, J=8.32 Hz, 1H), 4.27 (s, 2H), 1.59 (s, 6H); MS (ESI) m/z 286 ([M+H]+); MS (ESI) m/z 284 ([M−H]−). Starting materials: [H-].[Na+] (Sodium hydride), C(C)OC(C(C(=O)C)C)=O (ethyl-2-methylacetoacetate), C1COS(=O)(=O)C1 (1,3-propanesultone). RXN SMILES: [H-].[Na+].C(O[C:6](=O)[CH:7](C)[C:8]([CH3:10])=[O:9])C.[CH2:13]1[CH2:19][S:16](=[O:18])(=[O:17])[O:15][CH2:14]1>C1COCC1>[CH3:6][CH:7]([C:8](=[O:9])[CH3:10])[CH2:14][CH2:13][CH2:19][S:16]([OH:15])(=[O:18])=[O:17] |f:0.1|. Reported procedure: Sodium hydride (2.1 g, 80 wt %=69 mmol) was slurried in 10 ml dry THF. The suspension was cooled to 0° C. and a solution of ethyl-2-methylacetoacetate (10 g, 69 mmol) in 10 ml dry THF was added dropwise. The solution was stirred at room temperature for one h. A solution of 1,3-propanesultone (8.42 g, 69 mmol) in 10 ml dry THF was added dropwise. Once the addition was complete, the solution was stirred for two h at 40° C. The solution was evaporated to dryness. The residue was dissolved in 100 ml... Product: CC(CCCS(=O)(=O)O)C(C)=O (4-methyl-5-oxohexane sulfonic acid). Run at temperature 0 celsius, time 1 hour. Run in C1CCOC1 (THF), C1CCOC1 (THF), C1CCOC1 (THF). RXN SMILES: [B:1]([Br:2])([Br:3])[Br:4].[Cl:35][CH2:36][Cl:37].[Cl:5][c:6]1[cH:7][c:8]([F:34])[c:9]2[c:13]([cH:14]1)[C:12]([c:15]1[cH:16][c:17]([C:21]([F:22])([F:23])[F:24])[n:18][cH:19][cH:20]1)([c:25]1[cH:26][c:27]([O:31][CH3:32])[cH:28][cH:29][cH:30]1)[N:11]=[C:10]2[NH2:33]>>[Cl:5][c:6]1[cH:7][c:8]([F:34])[c:9]2[c:13]([cH:14]1)[C:12]([c:15]1[cH:16][c:17]([C:21]([F:22])([F:23])[F:24])[n:18][cH:19][cH:20]1)([c:25]1[cH:26][c:27]([OH:31])[cH:28][cH:29][cH:30]1)[N:11]=[C:10]2[NH2:33]. The product is NC1=NC(c2cccc(O)c2)(c2ccnc(C(F)(F)F)c2)c2cc(Cl)cc(F)c21. Reactants: BrB(Br)Br, ClCCl, COc1cccc(C2(c3ccnc(C(F)(F)F)c3)N=C(N)c3c(F)cc(Cl)cc32)c1.